This data is from the Open Reaction Database (ORD), a public repository of structured organic reaction records. The task is: describe an organic reaction: reactants, conditions, products, and yield The reactants are COc1ccc(S(=O)(=O)Cl)cc1, CCN(C(C)C)C(C)C, ClCCl, O=C1C(O)CCN1c1ccc(S(=O)(=O)Nc2nccs2)cc1. Yields the product COc1ccc(S(=O)(=O)N(c2nccs2)S(=O)(=O)c2ccc(N3CCC(O)C3=O)cc2)cc1. As a reaction SMILES: [CH3:32][O:33][c:34]1[cH:35][cH:36][c:37]([S:40](=[O:41])(=[O:42])[Cl:43])[cH:38][cH:39]1.[CH:23]([N:24]([CH2:25][CH3:26])[CH:27]([CH3:28])[CH3:29])([CH3:30])[CH3:31].[Cl:44][CH2:45][Cl:46].[OH:1][CH:2]1[C:3](=[O:22])[N:4]([c:7]2[cH:8][cH:9][c:10]([S:13](=[O:14])(=[O:15])[NH:16][c:17]3[s:18][cH:19][cH:20][n:21]3)[cH:11][cH:12]2)[CH2:5][CH2:6]1>>[OH:1][CH:2]1[C:3](=[O:22])[N:4]([c:7]2[cH:8][cH:9][c:10]([S:13](=[O:14])(=[O:15])[N:16]([c:17]3[s:18][cH:19][cH:20][n:21]3)[S:40]([c:37]3[cH:36][cH:35][c:34]([O:33][CH3:32])[cH:39][cH:38]3)(=[O:41])=[O:42])[cH:11][cH:12]2)[CH2:5][CH2:6]1. The reactants are C(C1=CC=CC=C1)(=O)NC(=S)NC1=NC=C(C=C1SC1=CC=CC=C1)Br (1-Benzoyl-3-(5-bromo-3-(phenylthio)pyridin-2-yl)thiourea), CO (MeOH), [OH-].[Na+] (sodium hydroxide). The solvent is O (water). Reaction conditions: time 8 hour. Product: BrC=1C=C(C(=NC1)NC(=S)N)SC1=CC=CC=C1 (1-(5-bromo-3-(phenylthio)pyridin-2-yl)thiourea). The yield is 96.6%. Reaction SMILES: C([NH:9][C:10]([NH:12][C:13]1[C:18]([S:19][C:20]2[CH:25]=[CH:24][CH:23]=[CH:22][CH:21]=2)=[CH:17][C:16]([Br:26])=[CH:15][N:14]=1)=[S:11])(=O)C1C=CC=CC=1.CO.[OH-].[Na+]>O>[Br:26][C:16]1[CH:17]=[C:18]([S:19][C:20]2[CH:21]=[CH:22][CH:23]=[CH:24][CH:25]=2)[C:13]([NH:12][C:10]([NH2:9])=[S:11])=[N:14][CH:15]=1 |f:2.3|. Procedure: To 1-Benzoyl-3-(5-bromo-3-(phenylthio)pyridin-2-yl)thiourea (25.7 g, 57.8 mmol) and MeOH (250 mL) was added sodium hydroxide (38.6 mL, 116 mmol) and stirred at ambient temperature for 8 hours. Diluted with water (250 mL) and filtered and washed with water. The precipitate was dried in vacuum oven to afford the title compound (19.0 g, 96.5% yield). The product is COCCn1c(=O)sc2ccc(-c3ccc(CC(C#N)NC(=O)C4(NC(=O)OC(C)(C)C)CCOCC4)cc3)cc21. Reactants: ClCCl, COCCn1c(=O)sc2ccc(-c3ccc(CC(NC(=O)C4(NC(=O)OC(C)(C)C)CCOCC4)C(N)=O)cc3)cc21. Reaction SMILES: [Cl:43][CH2:44][Cl:45].[NH2:1][C:2]([CH:3]([CH2:4][c:5]1[cH:6][cH:7][c:8](-[c:11]2[cH:12][cH:13][c:14]3[c:15]([n:16]([CH2:20][CH2:21][O:22][CH3:23])[c:17](=[O:19])[s:18]3)[cH:24]2)[cH:9][cH:10]1)[NH:25][C:26](=[O:27])[C:28]1([NH:34][C:35]([O:36][C:37]([CH3:38])([CH3:39])[CH3:40])=[O:41])[CH2:29][CH2:30][O:31][CH2:32][CH2:33]1)=[O:42]>>[N:1]#[C:2][CH:3]([CH2:4][c:5]1[cH:6][cH:7][c:8](-[c:11]2[cH:12][cH:13][c:14]3[c:15]([n:16]([CH2:20][CH2:21][O:22][CH3:23])[c:17](=[O:19])[s:18]3)[cH:24]2)[cH:9][cH:10]1)[NH:25][C:26](=[O:27])[C:28]1([NH:34][C:35]([O:36][C:37]([CH3:38])([CH3:39])[CH3:40])=[O:41])[CH2:29][CH2:30][O:31][CH2:32][CH2:33]1. The reactants are CC(C)(C)c1ccc(N=C=O)cc1, Clc1cccnc1N1C2CCC1CNC2, ClCCl. Product: CC(C)(C)c1ccc(NC(=O)N2CC3CCC(C2)N3c2ncccc2Cl)cc1. As a reaction SMILES: [C:16]([CH3:17])([CH3:18])([CH3:19])[c:20]1[cH:21][cH:22][c:23]([N:26]=[C:27]=[O:28])[cH:24][cH:25]1.[Cl:1][c:2]1[c:3]([N:8]2[CH:9]3[CH2:10][NH:11][CH2:12][CH:13]2[CH2:14][CH2:15]3)[n:4][cH:5][cH:6][cH:7]1.[Cl:29][CH2:30][Cl:31]>>[Cl:1][c:2]1[c:3]([N:8]2[CH:9]3[CH2:10][N:11]([C:27]([NH:26][c:23]4[cH:22][cH:21][c:20]([C:16]([CH3:17])([CH3:18])[CH3:19])[cH:25][cH:24]4)=[O:28])[CH2:12][CH:13]2[CH2:14][CH2:15]3)[n:4][cH:5][cH:6][cH:7]1. Starting materials: COCCOCCO (2-(2-methoxyethoxy)ethanol), N(=NC(=O)OCC)C(=O)OCC (Diethyl azodicarboxylate), BrC1=CC(=C(NC2=NC=NC3=CC(=C(C=C23)OC)O)C=C1)F (4-(4-bromo-2-fluoroanilino)-7-hydroxy-6-methoxyquinazoline), C(Cl)Cl (methylene chloride), C1(=CC=CC=C1)P(C1=CC=CC=C1)C1=CC=CC=C1 (triphenylphosphine). Run at time 4 hour. Yields the product Cl.BrC1=CC(=C(NC2(NC=NC3=CC(=CC=C23)OCCOCCOC)OC)C=C1)F (4-(4-bromo-2-fluoroanilino)4-methoxy-7-(2-(2-methoxyethoxy)ethoxy)quinazoline hydrochloride). Yield: 34.0%. Reaction SMILES: N(C(OCC)=O)=N[C:3](OCC)=[O:4].[Br:13][C:14]1[CH:33]=[CH:32][C:17]([NH:18][C:19]2[C:28]3[C:23](=[CH:24][C:25]([OH:31])=[C:26](OC)[CH:27]=3)[N:22]=[CH:21][N:20]=2)=[C:16]([F:34])[CH:15]=1.C1(P(C2C=CC=CC=2)C2C=CC=CC=2)C=CC=CC=1.[CH3:54][O:55][CH2:56][CH2:57][O:58][CH2:59][CH2:60]O.C(Cl)[Cl:63]>>[ClH:63].[Br:13][C:14]1[CH:33]=[CH:32][C:17]([NH:18][C:19]2([O:4][CH3:3])[C:28]3[C:23](=[CH:24][C:25]([O:31][CH2:60][CH2:59][O:58][CH2:57][CH2:56][O:55][CH3:54])=[CH:26][CH:27]=3)[N:22]=[CH:21][NH:20]2)=[C:16]([F:34])[CH:15]=1 |f:5.6|. Procedure: Diethyl azodicarboxylate (236 μl, 1.5 mmol) was added dropwise to a mixture of 4-(4-bromo-2-fluoroanilino)-7-hydroxy-6-methoxyquinazoline (182 mg, 0.5 mmol), (prepared as described for the starting material in Example 48), triphenylphosphine (393 mg, 1.5 mmol) and 2-(2-methoxyethoxy)ethanol (84 μl, 0.7 mmol) in methylene chloride (7 ml) under nitrogen. The mixture was stirred for 4 hours at ambient temperature, the reaction mixture was purified by pouring it directly on to a column of silica and... The reactants are Oc1c(Br)cc(Cl)cc1CC1=CCCC1, Cc1ccccc1. Product: Clc1cc(Br)c2c(c1)CC1(CCCC1)O2. RXN SMILES: [Br:1][c:2]1[c:3]([OH:15])[c:4]([CH2:9][C:10]2=[CH:11][CH2:12][CH2:13][CH2:14]2)[cH:5][c:6]([Cl:8])[cH:7]1.[CH3:16][c:17]1[cH:18][cH:19][cH:20][cH:21][cH:22]1>>[Br:1][c:2]1[c:3]2[c:4]([cH:5][c:6]([Cl:8])[cH:7]1)[CH2:9][C:10]1([CH2:11][CH2:12][CH2:13][CH2:14]1)[O:15]2. The reactants are FC1=C(COC2=CC(N(C(=C2)C)C2=C(C=C(C=C2)C=C)C)=O)C=CC(=C1)F (4-[(2,4-difluorobenzyl)oxy]-6-methyl-1-(2-methyl-4-vinylphenyl)pyridin-2(1H)-one), BrNC(CCC(=O)N)=O (N-bromosuccinamide). The solvent is C(C)#N (acetonitrile). Yields the product BrC=1C(N(C(=CC1OCC1=C(C=C(C=C1)F)F)C)C1=C(C=C(C=C1)C=C)C)=O (3-bromo-4-[(2,4-difluorobenzyl)oxy]-6-methyl-1-(2-methyl-4-vinylphenyl)pyridin-2(1H)-one). RXN SMILES: [F:1][C:2]1[CH:26]=[C:25]([F:27])[CH:24]=[CH:23][C:3]=1[CH2:4][O:5][C:6]1[CH:11]=[C:10]([CH3:12])[N:9]([C:13]2[CH:18]=[CH:17][C:16]([CH:19]=[CH2:20])=[CH:15][C:14]=2[CH3:21])[C:8](=[O:22])[CH:7]=1.[Br:28]NC(=O)CCC(N)=O>C(#N)C>[Br:28][C:7]1[C:8](=[O:22])[N:9]([C:13]2[CH:18]=[CH:17][C:16]([CH:19]=[CH2:20])=[CH:15][C:14]=2[CH3:21])[C:10]([CH3:12])=[CH:11][C:6]=1[O:5][CH2:4][C:3]1[CH:23]=[CH:24][C:25]([F:27])=[CH:26][C:2]=1[F:1]. Reported procedure: The title compound was prepared by reacting 4-[(2,4-difluorobenzyl)oxy]-6-methyl-1-(2-methyl-4-vinylphenyl)pyridin-2(1H)-one (0.64 g, 1.74 mmol) with N-bromosuccinamide (0.325 g, 1.83 mmol) in acetonitrile (9 mL) at 0° C. using a similar procedure as described in step 3 of Example 465, to give 0.423 g (54.5% after recrystallization) of the desired product. 1H NMR (400 MHz, DMSO-d6) δ 7.67 (app q, J=7.59 Hz, 1H), 7.48 (s, 1H), 7.42 (dd, J=8.21, 1.98 Hz, 1H), 7.33 (dt, J=10.00, 2.27 Hz, 1H), 7.17 ... Starting materials: N#Cc1ccccc1-c1ccc(CBr)cc1, O=C([O-])[O-], CN(C)C=O, [K+], [K+], CCOC(=O)c1cn(C)nc1N. RXN SMILES: [Br:19][CH2:20][c:21]1[cH:22][cH:23][c:24](-[c:27]2[c:28]([C:33]#[N:34])[cH:29][cH:30][cH:31][cH:32]2)[cH:25][cH:26]1.[C:13](=[O:14])([O-:15])[O-:16].[CH3:35][N:36]([CH3:37])[CH:38]=[O:39].[K+:17].[K+:18].[NH2:1][c:2]1[n:3][n:4]([CH3:12])[cH:5][c:6]1[C:7](=[O:8])[O:9][CH2:10][CH3:11]>>[NH:1]([c:2]1[n:3][n:4]([CH3:12])[cH:5][c:6]1[C:7](=[O:8])[O:9][CH2:10][CH3:11])[CH2:20][c:21]1[cH:22][cH:23][c:24](-[c:27]2[c:28]([C:33]#[N:34])[cH:29][cH:30][cH:31][cH:32]2)[cH:25][cH:26]1. Yields the product CCOC(=O)c1cn(C)nc1NCc1ccc(-c2ccccc2C#N)cc1.